describe an organic reaction: reactants, conditions, products, and yield From a dataset of the Open Reaction Database (ORD), a public repository of structured organic reaction records. The reactants are C(C)(C)(C)C1=CC=C(COC2=C(C=C(C=C2)F)CO)C=C1 ([2-(4-tert-butylbenzyloxy)-5-fluorophenyl]methanol), Br.C1(=CC=CC=C1)P(C1=CC=CC=C1)C1=CC=CC=C1 (triphenylphosphine hydrobromide). The solvent is C(C)#N (acetonitrile). Yields the product [Br-].C(C)(C)(C)C1=CC=C(COC2=C(C[P+](C3=CC=CC=C3)(C3=CC=CC=C3)C3=CC=CC=C3)C=C(C=C2)F)C=C1 ([2-(4-tert-Butylbenzyloxy)-5-fluorobenzyl]triphenylphosphonium bromide). RXN SMILES: [C:1]([C:5]1[CH:21]=[CH:20][C:8]([CH2:9][O:10][C:11]2[CH:16]=[CH:15][C:14]([F:17])=[CH:13][C:12]=2[CH2:18]O)=[CH:7][CH:6]=1)([CH3:4])([CH3:3])[CH3:2].[BrH:22].[C:23]1([P:29]([C:36]2[CH:41]=[CH:40][CH:39]=[CH:38][CH:37]=2)[C:30]2[CH:35]=[CH:34][CH:33]=[CH:32][CH:31]=2)[CH:28]=[CH:27][CH:26]=[CH:25][CH:24]=1>C(#N)C>[Br-:22].[C:1]([C:5]1[CH:21]=[CH:20][C:8]([CH2:9][O:10][C:11]2[CH:16]=[CH:15][C:14]([F:17])=[CH:13][C:12]=2[CH2:18][P+:29]([C:30]2[CH:31]=[CH:32][CH:33]=[CH:34][CH:35]=2)([C:36]2[CH:41]=[CH:40][CH:39]=[CH:38][CH:37]=2)[C:23]2[CH:24]=[CH:25][CH:26]=[CH:27][CH:28]=2)=[CH:7][CH:6]=1)([CH3:4])([CH3:3])[CH3:2] |f:1.2,4.5|. Procedure: 5.80 g (20 mmol) of [2-(4-tert-butylbenzyloxy)-5-fluorophenyl]methanol are dissolved in 70 ml of acetonitrile, 6.56 g (19.5 mmol) of triphenylphosphine hydrobromide are added, and the suspension is stirred under reflux for 24 h. The solvent is mostly distilled out in vacuo, and the crystals which have separated out are stirred with diethyl ether, filtered off with suction, washed with petroleum ether and dried on a clay dish. The resulting crude product is purified by preparative HPLC. 2.64 g (4... The reactants are CCCCCCCN, C1CCOC1, CC(C)N(Cc1ccccc1)C(C)C, O=C(Cl)Cc1ccc(Cl)cc1. Product: CCCCCCCNC(=O)Cc1ccc(Cl)cc1. RXN SMILES: [CH2:1]([CH2:2][CH2:3][CH2:4][CH2:5][CH2:6][CH3:7])[NH2:8].[CH2:34]1[O:35][CH2:36][CH2:37][CH2:38]1.[CH2:9]([N:10]([CH:11]([CH3:12])[CH3:13])[CH:14]([CH3:15])[CH3:16])[c:17]1[cH:18][cH:19][cH:20][cH:21][cH:22]1.[Cl:23][c:24]1[cH:25][cH:26][c:27]([CH2:30][C:31](=[O:32])[Cl:33])[cH:28][cH:29]1>>[CH2:1]([CH2:2][CH2:3][CH2:4][CH2:5][CH2:6][CH3:7])[NH:8][C:31]([CH2:30][c:27]1[cH:26][cH:25][c:24]([Cl:23])[cH:29][cH:28]1)=[O:32]. Starting materials: CC(C)=O, CCOC(=O)C1CCC1, O. The product is CC(=O)CC(=O)C1CCC1. As a reaction SMILES: [CH3:10][C:11]([CH3:12])=[O:13].[CH:1]1([C:5]([O:7][CH2:6][CH3:8])=[O:9])[CH2:2][CH2:3][CH2:4]1.[OH2:14]>>[CH:1]1([C:5](=[O:7])[CH2:10][C:11]([CH3:12])=[O:13])[CH2:2][CH2:3][CH2:4]1. Starting materials: C(C)(C)(C)OC(=O)ON=C(C#N)C1=CC=CC=C1 (BOC-ON), [OH-].[Na+] (sodium hydroxide), Cl.Cl.N1C(CNCC1)C(=O)O (piperazine-2-carboxylic acid dihydrochloride), [OH-].[Na+] (sodium hydroxide). Run in O1CCOCC1 (dioxane), O1CCOCC1.O (dioxane water). Run at time 8 hour. The product is C(=O)(OC(C)(C)C)N1CC(NCC1)C(=O)O (4-Boc-piperazine-2-Carboxylic Acid). As a reaction SMILES: Cl.Cl.[NH:3]1[CH2:8][CH2:7][NH:6][CH2:5][CH:4]1[C:9]([OH:11])=[O:10].[OH-].[Na+].[C:14]([O:18][C:19](ON=C(C1C=CC=CC=1)C#N)=[O:20])([CH3:17])([CH3:16])[CH3:15]>O1CCOCC1.O.O1CCOCC1>[C:19]([N:6]1[CH2:7][CH2:8][NH:3][CH:4]([C:9]([OH:11])=[O:10])[CH2:5]1)([O:18][C:14]([CH3:17])([CH3:16])[CH3:15])=[O:20] |f:0.1.2,3.4,6.7|. Procedure: piperazine-2-carboxylic acid dihydrochloride (10.0 g, 49.23 mmol) is dissolved in 1:1 dioxane/water (320 ml). 50% Aqueous sodium hydroxide is added to bring the pH to 11. BOC-ON (2-(tert-butoxycarbonyloxyimino)-2-phenylacetonitrile), (15.59 g, 63.32 mmol) is dissolved in dioxane (80 ml) and added dropwise while maintaining the pH at 11 with 50% aqueous sodium hydroxide. The reaction is stirred overnight at ambient temperature. The reaction mixture is then extracted with diethyl ether (5×250 ml) ... Reactants: N (ammonia), N (ammonia), N (ammonia), C[Si](N[Si](C)(C)C)(C)C (hexamethyldisilazane), C1(CCC(N1)=O)=O (succinimide), di-4-nitrophenyl N-4-toluenesulfonyl-phosphoramidate, O (water), N (ammonia). Run in ClCCl (dichloromethane). Conditions: time 2 hour. Yields the product C[Si](N1C(CCC1=O)=O)(C)C (N-trimethylsilylsuccinimide). The yield is 119.6%. Reaction SMILES: [CH3:1][Si:2]([CH3:9])([CH3:8])[NH:3][Si](C)(C)C.[C:10]1(=[O:16])N[C:13](=[O:15])[CH2:12][CH2:11]1.N.O>ClCCl>[CH3:1][Si:2]([CH3:9])([CH3:8])[N:3]1[C:13](=[O:15])[CH2:12][CH2:11][C:10]1=[O:16]. Procedure details: 15.6 ml (0.075 mole) of hexamethyldisilazane were added dropwise over a few minutes to a refluxing suspension of 9.90 g (0.1 mole) of succinimide and 0.24 g (0.5 mmole) of di-4-nitrophenyl N-4-toluenesulfonyl-phosphoramidate in 50 ml of dichloromethane and a stream of nitrogen was led over the reaction mixture to pass the ammonia evolved into water. The progress of the reaction was established by titration of the ammonia evolved and it was found that after refluxing for 1.5 hours, the production... Reactants: ClCCl, CCC(Cc1ccc(OCCc2ccc(S(C)(=O)=O)cc2)cc1)C(=O)OC. Product: CCC(CO)Cc1ccc(OCCc2ccc(S(C)(=O)=O)cc2)cc1. As a reaction SMILES: [CH2:28]([Cl:29])[Cl:30].[CH3:1][S:2](=[O:3])(=[O:4])[c:5]1[cH:6][cH:7][c:8]([CH2:11][CH2:12][O:13][c:14]2[cH:15][cH:16][c:17]([CH2:18][CH:19]([C:20](=[O:21])[O:22][CH3:23])[CH2:24][CH3:25])[cH:26][cH:27]2)[cH:9][cH:10]1>>[CH3:1][S:2](=[O:3])(=[O:4])[c:5]1[cH:6][cH:7][c:8]([CH2:11][CH2:12][O:13][c:14]2[cH:15][cH:16][c:17]([CH2:18][CH:19]([CH2:20][OH:21])[CH2:24][CH3:25])[cH:26][cH:27]2)[cH:9][cH:10]1. The reactants are COC[P+](c1ccccc1)(c1ccccc1)c1ccccc1, CC(C)CCC(C)C=O, [Cl-], [Li]c1ccccc1. The product is CC(C)CCC(C)CC=O. Reaction SMILES: [CH3:2][O:3][CH2:4][P+:5]([c:6]1[cH:7][cH:8][cH:9][cH:10][cH:11]1)([c:12]1[cH:13][cH:14][cH:15][cH:16][cH:17]1)[c:18]1[cH:19][cH:20][cH:21][cH:22][cH:23]1.[CH3:31][CH:32]([CH:33]=[O:34])[CH2:35][CH2:36][CH:37]([CH3:38])[CH3:39].[Cl-:1].[Li:24][c:25]1[cH:26][cH:27][cH:28][cH:29][cH:30]1>>[CH:2](=[O:3])[CH2:33][CH:32]([CH3:31])[CH2:35][CH2:36][CH:37]([CH3:38])[CH3:39].